From a dataset of the Open Reaction Database (ORD), a public repository of structured organic reaction records. describe an organic reaction: reactants, conditions, products, and yield The reactants are Cl[Si](C)(C)C (chlorotrimethylsilane), O=C1C[C@H](N(C1)C(=O)OC(C)(C)C)C(=O)OC(C)(C)C ((S)-di-tert-butyl 4-oxopyrrolidine-1,2-dicarboxylate), BrCC(=O)OCC (ethyl 2-bromoacetate). The reagents and catalysts are [Zn] (Zinc), [Zn] (Zinc). The solvent is C1CCOC1 (THF), C1CCOC1 (THF). Conditions: time 15 minute. Product: C(C)OC(CC1(C[C@H](N(C1)C(=O)OC(C)(C)C)C(=O)OC(C)(C)C)O)=O ((2S)-di-tert-butyl 4-(2-ethoxy-2-oxoethyl)-4-hydroxypyrrolidine-1,2-dicarboxylate). The yield is 73.0%. RXN SMILES: Cl[Si](C)(C)C.[O:6]=[C:7]1[CH2:11][N:10]([C:12]([O:14][C:15]([CH3:18])([CH3:17])[CH3:16])=[O:13])[C@H:9]([C:19]([O:21][C:22]([CH3:25])([CH3:24])[CH3:23])=[O:20])[CH2:8]1.Br[CH2:27][C:28]([O:30][CH2:31][CH3:32])=[O:29]>[Zn].C1COCC1>[CH2:31]([O:30][C:28](=[O:29])[CH2:27][C:7]1([OH:6])[CH2:11][N:10]([C:12]([O:14][C:15]([CH3:16])([CH3:17])[CH3:18])=[O:13])[C@H:9]([C:19]([O:21][C:22]([CH3:25])([CH3:24])[CH3:23])=[O:20])[CH2:8]1)[CH3:32]. Procedure details: Zinc dust (1.05 g, 16 mmol, 1.6 eq.) in a flask was heated with a heat gun two times. Dry THF (10 mL) and chlorotrimethylsilane (0.405 mL, 3.2 mmol, 0.32 eq.) were added to this flask. The suspension was stirred for 15 min at room temp., heated to reflux, and then removed from the heat. (S)-di-tert-butyl 4-oxopyrrolidine-1,2-dicarboxylate (2.85 g, 10 mmol, 1 eq.) and ethyl 2-bromoacetate (1.77 mL, 16 mmol, 1.6 eq.) were combined with dry THF (10 mL), and added slowly to the Zinc suspension at a ...